describe an organic reaction: reactants, conditions, products, and yield From a dataset of the Open Reaction Database (ORD), a public repository of structured organic reaction records. The reactants are NC1=C(C(=O)O)C(=CC=C1)F (2-amino-6-fluorobenzoic acid), [H-].[Al+3].[Li+].[H-].[H-].[H-] (lithium aluminium hydride), [Cl-].[NH4+] (ammonium chloride). Solvent: O1CCCC1 (tetrahydrofuran). Conditions: time 3 hour. Yields the product NC1=C(C(=CC=C1)F)CO (2-amino-6-fluorophenylmethanol). The yield is 84.1%. Reaction SMILES: [NH2:1][C:2]1[CH:10]=[CH:9][CH:8]=[C:7]([F:11])[C:3]=1[C:4](O)=[O:5].[H-].[Al+3].[Li+].[H-].[H-].[H-].[Cl-].[NH4+]>O1CCCC1>[NH2:1][C:2]1[CH:10]=[CH:9][CH:8]=[C:7]([F:11])[C:3]=1[CH2:4][OH:5] |f:1.2.3.4.5.6,7.8|. Reported procedure: A solution under argon of 2-amino-6-fluorobenzoic acid (5 g; 32 mmol) in anhydrous tetrahydrofuran (100 ml) is treated with lithium aluminium hydride (1M in tetrahydrofuran; 64 ml; 64 mmol) at ambient temperature. The reaction medium is agitated for 3 hours, then hydrolyzed at 0° C. with a saturated aqueous solution of ammonium chloride (100 ml). The resulting mixture is extracted with ethyl acetate (2×70 ml). The combined extracts are washed with water and with a saturated aqueous solution of s... Starting materials: C(C1=CC=CC=C1)(=O)NN (benzoylhydrazine), CN1C(CCC1)=O (N-methyl-2-pyrrolidinone), CC1=C(C(=O)Cl)C=CC=C1C (2,3-dimethylbenzoyl chloride), CN1C(CCC1)=O (NMP). Solvent: O (water). Conditions: time 24 hour. Product: CC1=C(C(=O)NNC(C2=CC=CC=C2)=O)C=CC=C1C (1-(2,3-Dimethylbenzoyl)-2-benzoylhydrazine). Yield: 91.0%. Reaction SMILES: [C:1]([NH:9][NH2:10])(=[O:8])[C:2]1[CH:7]=[CH:6][CH:5]=[CH:4][CH:3]=1.CN1CCCC1=O.[CH3:18][C:19]1[C:27]([CH3:28])=[CH:26][CH:25]=[CH:24][C:20]=1[C:21](Cl)=[O:22]>O>[CH3:18][C:19]1[C:27]([CH3:28])=[CH:26][CH:25]=[CH:24][C:20]=1[C:21]([NH:10][NH:9][C:1](=[O:8])[C:2]1[CH:7]=[CH:6][CH:5]=[CH:4][CH:3]=1)=[O:22]. Procedure details: First, 9.4 g (69.0 mmol) of benzoylhydrazine and 50 mL of N-methyl-2-pyrrolidinone (NMP) were put into a 300-mL three-neck flask and stiffed under nitrogen flow while being cooled with ice. To this mixed solution, a mixed solution of 13.0 g (77.1 mmol) of 2,3-dimethylbenzoyl chloride and 10 mL of NMP was slowly added dropwise, and the mixture was stiffed at room temperature for 24 hours. After reaction for the predetermined time, this reacted solution was slowly added to 500 mL of water, so that... Reactants: CC1(O)C(=O)Nc2ccc(Br)cc21, CC(C)(C)[O-], COS(=O)(=O)c1ccc(C)cc1, [Cl-], [K+], [NH4+], CN(C)C=O. The product is COC1(C)C(=O)Nc2ccc(Br)cc21. As a reaction SMILES: [Br:1][c:2]1[cH:3][c:4]2[c:8]([cH:9][cH:10]1)[NH:7][C:6](=[O:11])[C:5]2([CH3:12])[OH:13].[CH3:14][C:15]([CH3:16])([O-:17])[CH3:18].[CH3:20][O:21][S:22]([c:23]1[cH:24][cH:25][c:26]([CH3:27])[cH:28][cH:29]1)(=[O:30])=[O:31].[Cl-:32].[K+:19].[NH4+:33].[O:34]=[CH:35][N:36]([CH3:37])[CH3:38]>>[Br:1][c:2]1[cH:3][c:4]2[c:8]([cH:9][cH:10]1)[NH:7][C:6](=[O:11])[C:5]2([CH3:12])[O:13][CH3:14]. Reaction SMILES: [CH2:1]([N:3]([CH2:26][CH3:27])[C:4]1[N:9]=[C:8]([C:10]2[O:14][N:13]=[C:12]([C:15]3[CH:20]=[C:19]([CH3:21])[C:18]([OH:22])=[C:17]([CH2:23][CH3:24])[CH:16]=3)[N:11]=2)[CH:7]=[C:6]([CH3:25])[N:5]=1)[CH3:2].[OH-].[Na+].[CH2:30]1[O:32][C@H:31]1[CH2:33]Cl>C(O)(C)C.CCOC(C)=O>[CH2:26]([N:3]([CH2:1][CH3:2])[C:4]1[N:9]=[C:8]([C:10]2[O:14][N:13]=[C:12]([C:15]3[CH:20]=[C:19]([CH3:21])[C:18]([O:22][CH2:33][C@@H:31]4[CH2:30][O:32]4)=[C:17]([CH2:23][CH3:24])[CH:16]=3)[N:11]=2)[CH:7]=[C:6]([CH3:25])[N:5]=1)[CH3:27] |f:1.2|. Yield: 109.6%. Procedure details: To a solution of 4-[5-(2-diethylamino-6-methyl-pyrimidin-4-yl)-[1,2,4]oxadiazol-3-yl]-2-ethyl-6-methyl-phenol (700 mg, 1.90 mmol) in isopropanol (12 mL), are added 3M aq. NaOH (4 mL) and R-epichlorohydrine (1.49 mL, 19.0 mmol). The reaction mixture is stirred at rt for 15 h, then is diluted with EtOAc and washed with 1M aq. NaOH followed by brine. The org. phase is dried over Na2SO4, filtered, evaporated and purified by CC (eluting with Heptane/EtOAc 4:1) to give the title compound as a yellow o... Conditions: time 15 hour. The solvent is C(C)(C)O (isopropanol), CCOC(=O)C (EtOAc). The product is C(C)N(C1=NC(=CC(=N1)C1=NC(=NO1)C1=CC(=C(C(=C1)C)OC[C@H]1OC1)CC)C)CC ((S)-Diethyl-{4-[3-(3-ethyl-5-methyl-4-oxiranylmethoxy-phenyl)-[1,2,4]oxadiazol-5-yl]-6-methyl-pyrimidin-2-yl}-amine). Starting materials: C(C)N(C1=NC(=CC(=N1)C1=NC(=NO1)C1=CC(=C(C(=C1)C)O)CC)C)CC (4-[5-(2-diethylamino-6-methyl-pyrimidin-4-yl)-[1,2,4]oxadiazol-3-yl]-2-ethyl-6-methyl-phenol), [OH-].[Na+] (NaOH), C1[C@@H](O1)CCl (R-epichlorohydrine). Starting materials: [BH4-], COc1ccc(CN2CCc3cc(C4=CC(=O)N(C(C)(C)C)S4(=O)=O)sc3C2CNC(=O)c2cc3cc(F)ccc3[nH]2)cc1, O=C(O)C(F)(F)F, [H][H], [Na+]. Product: COc1ccc(CN2CCc3cc(C4CC(=O)N(C(C)(C)C)S4(=O)=O)sc3C2CNC(=O)c2cc3cc(F)ccc3[nH]2)cc1, O=C(O)C(F)(F)F. Reaction SMILES: [BH4-:54].[C:8]([CH3:9])([CH3:10])([CH3:11])[N:12]1[S:13](=[O:50])(=[O:51])[C:14]([c:18]2[cH:19][c:20]3[c:21]([s:49]2)[CH:22]([CH2:35][NH:36][C:37](=[O:38])[c:39]2[nH:40][c:41]4[cH:42][cH:43][c:44]([F:48])[cH:45][c:46]4[cH:47]2)[N:23]([CH2:26][c:27]2[cH:28][cH:29][c:30]([O:33][CH3:34])[cH:31][cH:32]2)[CH2:24][CH2:25]3)=[CH:15][C:16]1=[O:17].[F:1][C:2]([C:3](=[O:4])[OH:5])([F:6])[F:7].[H:52][H:53].[Na+:55]>>[C:8]([CH3:9])([CH3:10])([CH3:11])[N:12]1[S:13](=[O:50])(=[O:51])[CH:14]([c:18]2[cH:19][c:20]3[c:21]([s:49]2)[CH:22]([CH2:35][NH:36][C:37](=[O:38])[c:39]2[nH:40][c:41]4[cH:42][cH:43][c:44]([F:48])[cH:45][c:46]4[cH:47]2)[N:23]([CH2:26][c:27]2[cH:28][cH:29][c:30]([O:33][CH3:34])[cH:31][cH:32]2)[CH2:24][CH2:25]3)[CH2:15][C:16]1=[O:17].[F:1][C:2]([C:3](=[O:4])[OH:5])([F:6])[F:7]. Reactants: C(C1=CC=CC=C1)OC(=O)NCCCCCC(=O)O (6-benzyloxycarbonylamino-hexanoic acid), NC=1C=C(C#N)C=CC1N (3,4-diaminobenzonitrile), CCN=C=NCCCN(C)C.Cl (WSCI hydrochloride), C=1C=CC2=C(C1)N=NN2O (HOBt). The solvent is CN(C)C=O (DMF), CN(C)C=O (DMF). Reaction conditions: time 20 hour. Product: C(C1=CC=CC=C1)OC(NCCCCCC(NC1=C(C=CC(=C1)C#N)N)=O)=O ([5-(2-amino-5-cyano-phenylcarbamoyl)-pentyl]-carbamic acid-benzyl ester). Yield: 65.9%. RXN SMILES: [NH2:1][C:2]1[CH:3]=[C:4]([CH:7]=[CH:8][C:9]=1[NH2:10])[C:5]#[N:6].[CH2:11]([O:18][C:19]([NH:21][CH2:22][CH2:23][CH2:24][CH2:25][CH2:26][C:27](O)=[O:28])=[O:20])[C:12]1[CH:17]=[CH:16][CH:15]=[CH:14][CH:13]=1.CCN=C=NCCCN(C)C.Cl.C1C=CC2N(O)N=NC=2C=1>CN(C=O)C>[CH2:11]([O:18][C:19](=[O:20])[NH:21][CH2:22][CH2:23][CH2:24][CH2:25][CH2:26][C:27](=[O:28])[NH:1][C:2]1[CH:3]=[C:4]([C:5]#[N:6])[CH:7]=[CH:8][C:9]=1[NH2:10])[C:12]1[CH:17]=[CH:16][CH:15]=[CH:14][CH:13]=1 |f:2.3|. Procedure: The compound (510 mg) obtained in Example 46-1 was dissolved in DMF (20 ml). To this solution, a solution which was previously prepared by dissolving 6-benzyloxycarbonylamino-hexanoic acid (1.10 g) in DMF (10 ml), adding thereto WSCI hydrochloride (1.08 g) and HOBt (762 mg), and stirring the mixture for 30 minutes was dropped. The whole was stirred for 20 hours. The residue obtained by distilling the solvent off was subjected to extraction with chloroform. The organic layer was washed with water... Reactants: [Br-], CC(C)(C)OC(=O)N1CCC(=O)CC1, CCOCC, C[P+](c1ccccc1)(c1ccccc1)c1ccccc1, [Cl-], [NH4+]. The product is C=C1CCN(C(=O)OC(C)(C)C)CC1. Reaction SMILES: [Br-:22].[C:1](=[O:2])([O:3][C:4]([CH3:5])([CH3:6])[CH3:7])[N:8]1[CH2:9][CH2:10][C:11](=[O:14])[CH2:12][CH2:13]1.[CH3:17][CH2:18][O:19][CH2:20][CH3:21].[CH3:23][P+:24]([c:25]1[cH:26][cH:27][cH:28][cH:29][cH:30]1)([c:31]1[cH:32][cH:33][cH:34][cH:35][cH:36]1)[c:37]1[cH:38][cH:39][cH:40][cH:41][cH:42]1.[Cl-:15].[NH4+:16]>>[C:1](=[O:2])([O:3][C:4]([CH3:5])([CH3:6])[CH3:7])[N:8]1[CH2:9][CH2:10][C:11](=[CH2:17])[CH2:12][CH2:13]1. The reactants are Clc1cc(N2CCOCC2)n2nc(-c3ccc(Br)cc3)cc2n1, CC(C)(C)P(C(C)(C)C)C(C)(C)C, CC(C)(C)[O-], COCCN, Cc1ccccc1, O=C(C=Cc1ccccc1)C=Cc1ccccc1, O=C(C=Cc1ccccc1)C=Cc1ccccc1, O=C(C=Cc1ccccc1)C=Cc1ccccc1, [Na+], [Pd], [Pd]. Yields the product COCCNc1ccc(-c2cc3nc(Cl)cc(N4CCOCC4)n3n2)cc1. As a reaction SMILES: [Br:1][c:2]1[cH:3][cH:4][c:5](-[c:8]2[n:9][n:10]3[c:11]([n:12][c:13]([Cl:22])[cH:14][c:15]3[N:16]3[CH2:17][CH2:18][O:19][CH2:20][CH2:21]3)[cH:23]2)[cH:6][cH:7]1.[C:30]([P:31]([C:32]([CH3:33])([CH3:34])[CH3:35])[C:36]([CH3:37])([CH3:38])[CH3:39])([CH3:40])([CH3:41])[CH3:42].[CH3:24][C:25]([CH3:26])([O-:27])[CH3:28].[CH3:43][O:44][CH2:45][CH2:46][NH2:47].[CH3:48][c:49]1[cH:50][cH:51][cH:52][cH:53][cH:54]1.[CH:57](=[CH:58][C:59]([CH:60]=[CH:61][c:62]1[cH:63][cH:64][cH:65][cH:66][cH:67]1)=[O:68])[c:69]1[cH:70][cH:71][cH:72][cH:73][cH:74]1.[CH:75](=[CH:76][C:77]([CH:78]=[CH:79][c:80]1[cH:81][cH:82][cH:83][cH:84][cH:85]1)=[O:86])[c:87]1[cH:88][cH:89][cH:90][cH:91][cH:92]1.[CH:93](=[CH:94][C:95]([CH:96]=[CH:97][c:98]1[cH:99][cH:100][cH:101][cH:102][cH:103]1)=[O:104])[c:105]1[cH:106][cH:107][cH:108][cH:109][cH:110]1.[Na+:29].[Pd:55].[Pd:56]>>[c:2]1([NH:47][CH2:46][CH2:45][O:44][CH3:43])[cH:3][cH:4][c:5](-[c:8]2[n:9][n:10]3[c:11]([n:12][c:13]([Cl:22])[cH:14][c:15]3[N:16]3[CH2:17][CH2:18][O:19][CH2:20][CH2:21]3)[cH:23]2)[cH:6][cH:7]1. Starting materials: CC1=CC(=NC=C1)C=CC1=NN(C2=CC(=CC=C12)NC1=C(C(=O)O)C=CC=C1)C1OCCCC1 (2-[3-[2-(4-methyl-pyridin-2-yl)-vinyl]-1-(tetrahydro-pyran-2-yl)-1H-indazol -6-ylamino]-benzoic acid), N1=C(C=CC=C1)CN (C-Pyridin-2-yl-methylamine). Solvent: CC(C)(C)OC (MTBE). Yields the product CC1=CC(=NC=C1)C=CC1=NNC2=CC(=CC=C12)NC1=C(C(=O)NCC2=NC=CC=C2)C=CC=C1 (2-{3-[2-(4-Methyl-pyridin-2-yl)-vinyl]-1H-indazol6-ylamino}-N-pyridin-2-ylmethyl-benzamide). As a reaction SMILES: [CH3:1][C:2]1[CH:7]=[CH:6][N:5]=[C:4]([CH:8]=[CH:9][C:10]2[C:18]3[C:13](=[CH:14][C:15]([NH:19][C:20]4[CH:28]=[CH:27][CH:26]=[CH:25][C:21]=4[C:22](O)=[O:23])=[CH:16][CH:17]=3)[N:12](C3CCCCO3)[N:11]=2)[CH:3]=1.[N:35]1[CH:40]=[CH:39][CH:38]=[CH:37][C:36]=1[CH2:41][NH2:42]>CC(OC)(C)C>[CH3:1][C:2]1[CH:7]=[CH:6][N:5]=[C:4]([CH:8]=[CH:9][C:10]2[C:18]3[C:13](=[CH:14][C:15]([NH:19][C:20]4[CH:28]=[CH:27][CH:26]=[CH:25][C:21]=4[C:22]([NH:42][CH2:41][C:36]4[CH:37]=[CH:38][CH:39]=[CH:40][N:35]=4)=[O:23])=[CH:16][CH:17]=3)[NH:12][N:11]=2)[CH:3]=1. Procedure: Prepared in a similar manner to that described for Example 6 and Example 7 above except using 2-[3-[2-(4-methyl-pyridin-2-yl)-vinyl]-1-(tetrahydro-pyran-2-yl)-1H-indazol -6-ylamino]-benzoic acid and C-Pyridin-2-yl-methylamine. 1H NMR (DMSO-d6, 300 MHz) δ 12.91 (1H, s), 9.77 (1H, s), 9.19 (1H, t, J=5.8 Hz), 8.50 (1H, d, J=4.1 Hz), 8.45 (1H, d, J=5.0 Hz), 8.06 (1H, d, J=8.8 Hz), 7.88 (1H, d, J=16.4 Hz), 7.82–7.70 (2H, m), 7.51–7.25 (7H, m), 7.10 (1H, d, J=4.6 Hz), 6.98 (1H, dd, J=8.8, 1.8 Hz), 6.9...